The task is: describe an organic reaction: reactants, conditions, products, and yield. This data is from the Open Reaction Database (ORD), a public repository of structured organic reaction records. Reactants: ClC=1C=C(C=CC1Cl)CN1C(N(C(C2=CC(=CC=C12)C)=O)CC(=O)OCC)=O (ethyl 1-(3,4-dichlorophenyl)methyl-1,4-dihydro-2,4-dioxo-6-methyl-3(2H)-quinazolineacetate), BrN1C(CCC1=O)=O (N-bromosuccinimide), C(C1=CC=CC=C1)(=O)OOC(C1=CC=CC=C1)=O (benzoyl peroxide). The solvent is C(Cl)(Cl)(Cl)Cl (carbon tetrachloride). Product: BrCC=1C=C2C(N(C(N(C2=CC1)CC1=CC(=C(C=C1)Cl)Cl)=O)CC(=O)OCC)=O (ethyl 6-bromomethyl-1 -(3,4-dichlorophenyl)methyl-1,4-dihydro-2,4-dioxo-3(2H)-quinazolineacetate). Isolated yield 48.1%. As a reaction SMILES: [Cl:1][C:2]1[CH:3]=[C:4]([CH2:9][N:10]2[C:19]3[C:14](=[CH:15][C:16]([CH3:20])=[CH:17][CH:18]=3)[C:13](=[O:21])[N:12]([CH2:22][C:23]([O:25][CH2:26][CH3:27])=[O:24])[C:11]2=[O:28])[CH:5]=[CH:6][C:7]=1[Cl:8].[Br:29]N1C(=O)CCC1=O.C(OOC(=O)C1C=CC=CC=1)(=O)C1C=CC=CC=1>C(Cl)(Cl)(Cl)Cl>[Br:29][CH2:20][C:16]1[CH:15]=[C:14]2[C:19](=[CH:18][CH:17]=1)[N:10]([CH2:9][C:4]1[CH:5]=[CH:6][C:7]([Cl:8])=[C:2]([Cl:1])[CH:3]=1)[C:11](=[O:28])[N:12]([CH2:22][C:23]([O:25][CH2:26][CH3:27])=[O:24])[C:13]2=[O:21]. Reported procedure: In 30 ml of carbon tetrachloride were refluxed 3.5 g of ethyl 1-(3,4-dichlorophenyl)methyl-1,4-dihydro-2,4-dioxo-6-methyl-3(2H)-quinazolineacetate, 1.66 g of N-bromosuccinimide and calalytic amount of benzoyl peroxide for 2 hours. The insolubles were filtered off and the filtrate was concentrated. Ether was added to the residue for crystallization and the crystals thus obtained were recrystallized from acetonitrile to obtain 2.0 g of ethyl 6-bromomethyl-1 -(3,4-dichlorophenyl)methyl-1,4-dihydro-... Starting materials: CNCc1cccc(C2CCNC2)c1, Nc1c(F)c(F)c(F)c2c1c(=O)c(C(=O)O)cn2C1CC1. Product: CNCc1cccc(C2CCN(c3c(F)c(N)c4c(=O)c(C(=O)O)cn(C5CC5)c4c3F)C2)c1. As a reaction SMILES: [CH3:22][NH:23][CH2:24][c:25]1[cH:26][c:27]([CH:31]2[CH2:32][NH:33][CH2:34][CH2:35]2)[cH:28][cH:29][cH:30]1.[NH2:1][c:2]1[c:3]2[c:4](=[O:21])[c:5]([C:18](=[O:19])[OH:20])[cH:6][n:7]([CH:15]3[CH2:16][CH2:17]3)[c:8]2[c:9]([F:14])[c:10]([F:13])[c:11]1[F:12]>>[NH2:1][c:2]1[c:3]2[c:4](=[O:21])[c:5]([C:18](=[O:19])[OH:20])[cH:6][n:7]([CH:15]3[CH2:16][CH2:17]3)[c:8]2[c:9]([F:14])[c:10]([N:33]2[CH2:32][CH:31]([c:27]3[cH:26][c:25]([CH2:24][NH:23][CH3:22])[cH:30][cH:29][cH:28]3)[CH2:35][CH2:34]2)[c:11]1[F:12]. Reactants: O=C(O)c1nc(Cl)c2cc(OCc3ccccc3)ccc2c1O, COC(=O)C(C)N, Cl. The product is COC(=O)C(C)NC(=O)c1nc(Cl)c2cc(OCc3ccccc3)ccc2c1O. Reaction SMILES: [CH2:1]([c:2]1[cH:3][cH:4][cH:5][cH:6][cH:7]1)[O:8][c:9]1[cH:10][cH:11][c:12]2[c:13]([OH:23])[c:14]([C:20](=[O:21])[OH:22])[n:15][c:16]([Cl:19])[c:17]2[cH:18]1.[CH3:25][O:26][C:27]([CH:28]([NH2:29])[CH3:30])=[O:31].[ClH:24]>>[CH2:1]([c:2]1[cH:3][cH:4][cH:5][cH:6][cH:7]1)[O:8][c:9]1[cH:10][cH:11][c:12]2[c:13]([OH:23])[c:14]([C:20](=[O:21])[NH:29][CH:28]([C:27]([O:26][CH3:25])=[O:31])[CH3:30])[n:15][c:16]([Cl:19])[c:17]2[cH:18]1. The reactants are NC1=C(C(=O)C2=CC=CC=C2)C=CC=C1 (2-Aminobenzophenone), CC(=O)C1=C(C=CC(=C1)Cl)Cl (2,5-dichloroacetophenone), O.C=1(C(=CC=CC1)S(=O)(=O)O)C (toluenesulfonic acid monohydrate), C (charcoal). Solvent: C(C)O (ethanol). Run at time 24 hour. Product: ClC1=C(C=C(C=C1)Cl)C1=NC2=CC=CC=C2C(=C1)C1=CC=CC=C1 (2-(2,5-Dichlorophenyl)-4-phenylquinoline). Yield: 65.0%. As a reaction SMILES: [NH2:1][C:2]1[CH:15]=[CH:14][CH:13]=[CH:12][C:3]=1[C:4]([C:6]1[CH:11]=[CH:10][CH:9]=[CH:8][CH:7]=1)=O.[CH3:16][C:17]([C:19]1[CH:24]=[C:23]([Cl:25])[CH:22]=[CH:21][C:20]=1[Cl:26])=O.O.C1(C)C(S(O)(=O)=O)=CC=CC=1.C>C(O)C>[Cl:26][C:20]1[CH:21]=[CH:22][C:23]([Cl:25])=[CH:24][C:19]=1[C:17]1[CH:16]=[C:4]([C:6]2[CH:11]=[CH:10][CH:9]=[CH:8][CH:7]=2)[C:3]2[C:2](=[CH:15][CH:14]=[CH:13][CH:12]=2)[N:1]=1 |f:2.3|. Reported procedure: 2-Aminobenzophenone (33 g) and 2,5-dichloroacetophenone (32 g) were placed in a flask together with 2.5 g of toluenesulfonic acid monohydrate. The mixture was heated and stirred at 160°-170° C. for 24 hours. The resulting mixture was diluted with ethanol (300 ml). The crystals was filtered to give 63 g crude product, which was treated with charcoal and recrystallized first from ethanol, followed by recrystallization from hexane and ethyl acetate to give monomer as white crystals (65%). Reactants: O1C=CC=C1 (furan), O1C=CC=C1 (furan), COC1=C(CCO1)OC (dimethoxydihydrofuran). Product: COC1OC(CC1)OC (2,5-dimethoxytetrahydrofuran). Yield: 0.9%. As a reaction SMILES: [O:1]1C=CC=[CH:2]1.[CH3:6][O:7][C:8]1[O:12][CH2:11][CH2:10][C:9]=1OC>>[CH3:2][O:1][CH:11]1[CH2:10][CH2:9][CH:8]([O:7][CH3:6])[O:12]1. Procedure: After 1 F/mol of furan, the GC-percent by area of furan had been reduced from 22.7% to 17.8%, while the proportion of dimethoxydihydrofuran remained constant at 31 percent by area. At the same time, 0.9% of 2,5-dimethoxytetrahydrofuran was formed. Starting materials: [OH-].[Li+] (lithium hydroxide), COC(C(C1=NC(=CC=C1)C=1C=C2C(=NC1)N(N=C2C2=C(C=CC=C2)OC)COCC[Si](C)(C)C)O)=O (hydroxy-{6-[3-(2-methoxy-phenyl)-1-(2-trimethylsilanyl-ethoxymethyl)-1H-pyrazolo[3,4-b]pyridin-5-yl]-pyridin-2-yl}-acetic acid methyl ester), O (Water). The solvent is O.CO (water methanol). Reaction conditions: time 3 day. The product is OC=1C=CC(=NC1C=1C=C2C(=NC1)N(N=C2C2=C(C=CC=C2)OC)COCC[Si](C)(C)C)CC(=O)O (5-hydroxy-{6-[3-(2-methoxy-phenyl)-1-(2-trimethylsilanyl-ethoxymethyl)-1H-pyrazolo[3,4-b]pyridin-5-yl]-pyridin-2-yl}-acetic acid). The yield is 62.4%. Reaction SMILES: [OH-:1].[Li+].C[O:4][C:5](=[O:39])[CH:6](O)[C:7]1[CH:12]=[CH:11][CH:10]=[C:9]([C:13]2[CH:14]=[C:15]3[C:21]([C:22]4[CH:27]=[CH:26][CH:25]=[CH:24][C:23]=4[O:28][CH3:29])=[N:20][N:19]([CH2:30][O:31][CH2:32][CH2:33][Si:34]([CH3:37])([CH3:36])[CH3:35])[C:16]3=[N:17][CH:18]=2)[N:8]=1.O>O.CO>[OH:1][C:10]1[CH:11]=[CH:12][C:7]([CH2:6][C:5]([OH:4])=[O:39])=[N:8][C:9]=1[C:13]1[CH:14]=[C:15]2[C:21]([C:22]3[CH:27]=[CH:26][CH:25]=[CH:24][C:23]=3[O:28][CH3:29])=[N:20][N:19]([CH2:30][O:31][CH2:32][CH2:33][Si:34]([CH3:37])([CH3:35])[CH3:36])[C:16]2=[N:17][CH:18]=1 |f:0.1,4.5|. Reported procedure: 4 N aqueous lithium hydroxide (17 μl, 0.66 mmol) was added to hydroxy-{6-[3-(2-methoxy-phenyl)-1-(2-trimethylsilanyl-ethoxymethyl)-1H-pyrazolo[3,4-b]pyridin-5-yl]-pyridin-2-yl}-acetic acid methyl ester (286 mg, 0.55 mmol) in water/methanol(3:1) (5 ml) and stirred at room temperature for 3 days. Water was added and the mixture was extracted with ethyl acetate (3×), the combined organic layers were dried over magnesium sulfate and purified by silica gel chromatography to give 5-hydroxy-{6-[3-(2-me... The reactants are BrC1=C2C=NN(C2=CC(=C1)C)C1=CC(=C(C=C1)OCC1=CC=CC=C1)F (4-bromo-1-{3-fluoro-4-[(phenylmethyl)oxy]phenyl}-6-methyl-1H-indazole), [OH-].[K+] (KOH), CC(C)(C)P(C1=C(C=CC=C1)C1=C(C=C(C=C1C(C)C)C(C)C)C(C)C)C(C)(C)C (bis(1,1-dimethylethyl)[2′,4′,6′-tris(1-methylethyl)-2-biphenylyl]phosphane), Cl (HCl). Reagents/catalysts: C=1C=CC(=CC1)/C=C/C(=O)/C=C/C2=CC=CC=C2.C=1C=CC(=CC1)/C=C/C(=O)/C=C/C2=CC=CC=C2.C=1C=CC(=CC1)/C=C/C(=O)/C=C/C2=CC=CC=C2.[Pd].[Pd] (Pd2 dba3). Run in CCOC(=O)C (EtOAc), O (water), O1CCOCC1 (dioxane), O (water). Yields the product FC=1C=C(C=CC1OCC1=CC=CC=C1)N1N=CC=2C(=CC(=CC12)C)O (1-{3-Fluoro-4-[(phenylmethyl)oxy]phenyl}-6-methyl-1H-indazol-4-ol). Isolated yield 46.6%. Reaction SMILES: Br[C:2]1[CH:10]=[C:9]([CH3:11])[CH:8]=[C:7]2[C:3]=1[CH:4]=[N:5][N:6]2[C:12]1[CH:17]=[CH:16][C:15]([O:18][CH2:19][C:20]2[CH:25]=[CH:24][CH:23]=[CH:22][CH:21]=2)=[C:14]([F:26])[CH:13]=1.[OH-:27].[K+].CC(P(C(C)(C)C)C1C=CC=CC=1C1C(C(C)C)=CC(C(C)C)=CC=1C(C)C)(C)C.Cl>O1CCOCC1.O.CCOC(C)=O.C1C=CC(/C=C/C(/C=C/C2C=CC=CC=2)=O)=CC=1.C1C=CC(/C=C/C(/C=C/C2C=CC=CC=2)=O)=CC=1.C1C=CC(/C=C/C(/C=C/C2C=CC=CC=2)=O)=CC=1.[Pd].[Pd]>[F:26][C:14]1[CH:13]=[C:12]([N:6]2[C:7]3[CH:8]=[C:9]([CH3:11])[CH:10]=[C:2]([OH:27])[C:3]=3[CH:4]=[N:5]2)[CH:17]=[CH:16][C:15]=1[O:18][CH2:19][C:20]1[CH:25]=[CH:24][CH:23]=[CH:22][CH:21]=1 |f:1.2,8.9.10.11.12|. Procedure details: A solution of 4-bromo-1-{3-fluoro-4-[(phenylmethyl)oxy]phenyl}-6-methyl-1H-indazole (D12) (1.97 g, 4.5 mmol) and KOH (1 g, 18 mmol) in dioxane (50 mL) and water (50 mL) was sonicated under a flow of argon for 5 minutes after which the bis(1,1-dimethylethyl)[2′,4′,6′-tris(1-methylethyl)-2-biphenylyl]phosphane (115 mg, 0.27 mmol) and Pd2 dba3 (82 mg, 0.09 mmol) were added and it was heated to reflux for 2 hours. The mixture was then cooled to room temperature, diluted with EtOAc and water and the ... Starting materials: C1=CC=CC=2C3=CC=CC=C3N(C12)C=1C=C(C=NC1)B(O)O ((5-(9H-carbazol-9-yl)pyridin-3-yl)boronic acid), BrC=1C=C(C=NC1)C1=NC2=C(N1C1=CC=CC=C1)C=CC=C2 (2-(5-bromopyridin-3-yl)-1-phenyl-1H-benzo[d]imidazole), C([O-])([O-])=O.[K+].[K+] (potassium carbonate). The reagents and catalysts are C=1C=CC(=CC1)[P](C=2C=CC=CC2)(C=3C=CC=CC3)[Pd]([P](C=4C=CC=CC4)(C=5C=CC=CC5)C=6C=CC=CC6)([P](C=7C=CC=CC7)(C=8C=CC=CC8)C=9C=CC=CC9)[P](C=1C=CC=CC1)(C=1C=CC=CC1)C=1C=CC=CC1 (Pd(PPh3)4). The solvent is O1CCOCC1.O (dioxane water). Run at temperature 90 celsius. Yields the product C1(=CC=CC=C1)N1C(=NC2=C1C=CC=C2)C=2C=C(C=NC2)C=2C=NC=C(C2)N2C1=CC=CC=C1C=1C=CC=CC21 (9-(5′-(1-phenyl-1H-benzo[d]imidazol-2-yl)-[3,3′-bipyridin]-5-yl)-9H-carbazole). Isolated yield 49.0%. As a reaction SMILES: [CH:1]1[C:13]2[N:12]([C:14]3[CH:15]=[C:16](B(O)O)[CH:17]=[N:18][CH:19]=3)[C:11]3[C:6](=[CH:7][CH:8]=[CH:9][CH:10]=3)[C:5]=2[CH:4]=[CH:3][CH:2]=1.Br[C:24]1[CH:25]=[C:26]([C:30]2[N:34]([C:35]3[CH:40]=[CH:39][CH:38]=[CH:37][CH:36]=3)[C:33]3[CH:41]=[CH:42][CH:43]=[CH:44][C:32]=3[N:31]=2)[CH:27]=[N:28][CH:29]=1.C(=O)([O-])[O-].[K+].[K+]>O1CCOCC1.O.C1C=CC([P]([Pd]([P](C2C=CC=CC=2)(C2C=CC=CC=2)C2C=CC=CC=2)([P](C2C=CC=CC=2)(C2C=CC=CC=2)C2C=CC=CC=2)[P](C2C=CC=CC=2)(C2C=CC=CC=2)C2C=CC=CC=2)(C2C=CC=CC=2)C2C=CC=CC=2)=CC=1>[C:35]1([N:34]2[C:33]3[CH:41]=[CH:42][CH:43]=[CH:44][C:32]=3[N:31]=[C:30]2[C:26]2[CH:25]=[C:24]([C:16]3[CH:17]=[N:18][CH:19]=[C:14]([N:12]4[C:13]5[CH:1]=[CH:2][CH:3]=[CH:4][C:5]=5[C:6]5[C:11]4=[CH:10][CH:9]=[CH:8][CH:7]=5)[CH:15]=3)[CH:29]=[N:28][CH:27]=2)[CH:40]=[CH:39][CH:38]=[CH:37][CH:36]=1 |f:2.3.4,5.6,^1:61,63,82,101|. Procedure details: A mixture of (5-(9H-carbazol-9-yl)pyridin-3-yl)boronic acid (2C) (0.90 g, 3.1 mmol), 2-(5-bromopyridin-3-yl)-1-phenyl-1H-benzo[d]imidazole (1F) (0.856 g, 3.1 mmol), Pd(PPh3)4 (0.18 g, 0.155 mmol) and potassium carbonate (1.07 g, 7.8 mmol) in dioxane/water (20 mL/5 mL) was degassed and heated at about 90° C. overnight under argon atmosphere. The whole was poured into ethyl acetate (100 mL), then washed with brine (50 mL). The organic phase was collected and dried over Na2SO4, absorbed on silica g... The reactants are ClC1=CC=C(C=C1)C (p-chlorotoluene), C(C)#N (acetonitrile), [Li] (lithium), C1CCOC1 (THF). Reaction conditions: time 2 hour. The product is CC1=CC=C(C=C1)C(=O)C (4-methylacetophenone). Isolated yield 99.0%. Reaction SMILES: Cl[C:2]1[CH:7]=[CH:6][C:5]([CH3:8])=[CH:4][CH:3]=1.[C:9](#N)[CH3:10].[Li].C1C[O:16]CC1>>[CH3:8][C:5]1[CH:6]=[CH:7][C:2]([C:9]([CH3:10])=[O:16])=[CH:3][CH:4]=1 |^1:11|. Procedure: A mixture of 126.5 g (1 mol) of p-chlorotoluene and 45.1 g (1.1 mol) of acetonitrile (freshly distilled) is added dropwise to a suspension of 13.8 g (2.0 mol) of lithium granules in 350 ml of THF at −50° C. over the course of 2 hours. After a conversion determined by GC (the dark color of the reaction mixture prevents quantification of lithium consumption) of >98% (overall 7.5 h), the reaction mixture is added to 200 g of water, the pH adjusted to 2.0 using 37% HCl and the reaction mixture boile...